This data is from the Open Reaction Database (ORD), a public repository of structured organic reaction records. The task is: describe an organic reaction: reactants, conditions, products, and yield Starting materials: B(Br)(Br)Br (boron tribromide), C1(CCCCC1)N1C(C(CC1)CC1=C(C=CC=C1)OC)=O (1-cyclohexyl-3-(2-methoxy-benzyl)-pyrrolidin-2-one), C([O-])(O)=O.[Na+] (sodium bicarbonate). Run in ClCCl (dichloromethane). Conditions: time 20 minute. The product is C1(CCCCC1)N1C(C(CC1)CC1=C(C=CC=C1)O)=O (1-Cyclohexyl-3-(2-hydroxy-benzyl)-pyrrolidin-2-one). Yield: 57.6%. Reaction SMILES: B(Br)(Br)Br.[CH:5]1([N:11]2[CH2:15][CH2:14][CH:13]([CH2:16][C:17]3[CH:22]=[CH:21][CH:20]=[CH:19][C:18]=3[O:23]C)[C:12]2=[O:25])[CH2:10][CH2:9][CH2:8][CH2:7][CH2:6]1.C(=O)(O)[O-].[Na+]>ClCCl>[CH:5]1([N:11]2[CH2:15][CH2:14][CH:13]([CH2:16][C:17]3[CH:22]=[CH:21][CH:20]=[CH:19][C:18]=3[OH:23])[C:12]2=[O:25])[CH2:6][CH2:7][CH2:8][CH2:9][CH2:10]1 |f:2.3|. Procedure details: Add boron tribromide (0.21 mL, 2.2 mmol) to a solution of 1-cyclohexyl-3-(2-methoxy-benzyl)-pyrrolidin-2-one (210 mg, 0.73 mmol) in dichloromethane (5 mL). Stir 20 minutes. Pour mixture onto a mixture of ice and saturated sodium bicarbonate. Stir 5 minutes. Wash the organic layer with water, brine, dry, concentrate, and purify the residue on a Biotage cartridge, eluting with 4:1 hexanes:ethyl acetate to afford the title compound (115 mg): MS (APCI-pos mode) m/z (rel intensity) 274 (100). Reactants: CCCC[Sn](CC)(CCCC)CCCC, COC(=O)CC(C)C(C)=CCc1c(OS(=O)(=O)C(F)(F)F)c(C)c2c(c1OS(=O)(=O)c1ccc(C)cc1)C(=O)OC2. The product is CCc1c(C)c2c(c(OS(=O)(=O)c3ccc(C)cc3)c1CC=C(C)C(C)CC(=O)OC)C(=O)OC2. Reaction SMILES: [CH2:1]([CH3:2])[Sn:3]([CH2:4][CH2:5][CH2:6][CH3:7])([CH2:8][CH2:9][CH2:10][CH3:11])[CH2:12][CH2:13][CH2:14][CH3:15].[CH3:16][c:17]1[c:18]([O:49][S:50]([C:51]([F:52])([F:53])[F:54])(=[O:55])=[O:56])[c:19]([CH2:38][CH:39]=[C:40]([CH:41]([CH2:42][C:43](=[O:44])[O:45][CH3:46])[CH3:47])[CH3:48])[c:20]([O:27][S:28](=[O:29])(=[O:30])[c:31]2[cH:32][cH:33][c:34]([CH3:37])[cH:35][cH:36]2)[c:21]2[c:25]1[CH2:24][O:23][C:22]2=[O:26]>>[CH2:1]([CH3:2])[c:18]1[c:17]([CH3:16])[c:25]2[c:21]([c:20]([O:27][S:28](=[O:29])(=[O:30])[c:31]3[cH:32][cH:33][c:34]([CH3:37])[cH:35][cH:36]3)[c:19]1[CH2:38][CH:39]=[C:40]([CH:41]([CH2:42][C:43](=[O:44])[O:45][CH3:46])[CH3:47])[CH3:48])[C:22](=[O:26])[O:23][CH2:24]2. Starting materials: CC(=O)Cl, ClCCl, OC(c1ccccc1)(c1ccc(F)cc1)c1ccc(F)cc1. Yields the product Fc1ccc(C(Cl)(c2ccccc2)c2ccc(F)cc2)cc1. Reaction SMILES: [CH3:23][C:24]([Cl:25])=[O:26].[Cl:27][CH2:28][Cl:29].[F:1][c:2]1[cH:3][cH:4][c:5]([C:8]([OH:9])([c:10]2[cH:11][cH:12][cH:13][cH:14][cH:15]2)[c:16]2[cH:17][cH:18][c:19]([F:22])[cH:20][cH:21]2)[cH:6][cH:7]1>>[F:1][c:2]1[cH:3][cH:4][c:5]([C:8]([c:10]2[cH:11][cH:12][cH:13][cH:14][cH:15]2)([c:16]2[cH:17][cH:18][c:19]([F:22])[cH:20][cH:21]2)[Cl:25])[cH:6][cH:7]1.